Dataset: the Open Reaction Database (ORD), a public repository of structured organic reaction records. Task: describe an organic reaction: reactants, conditions, products, and yield Reactants: CN(C(=O)c1cc(C(F)(F)F)cc(C(F)(F)F)c1)C1CCNCC1c1ccc(Cl)c(Cl)c1, Cl, O=C1CC(C(=O)O)CC(=O)N1. Yields the product CN(C(=O)c1cc(C(F)(F)F)cc(C(F)(F)F)c1)C1CCN(C(=O)C2CC(=O)NC(=O)C2)CC1c1ccc(Cl)c(Cl)c1. Reaction SMILES: [Cl:2][c:3]1[cH:4][c:5]([CH:10]2[CH2:11][NH:12][CH2:13][CH2:14][CH:15]2[N:16]([C:17]([c:18]2[cH:19][c:20]([C:28]([F:29])([F:30])[F:31])[cH:21][c:22]([C:24]([F:25])([F:26])[F:27])[cH:23]2)=[O:32])[CH3:33])[cH:6][cH:7][c:8]1[Cl:9].[ClH:1].[O:34]=[C:35]1[NH:36][C:37](=[O:44])[CH2:38][CH:39]([C:41](=[O:42])[OH:43])[CH2:40]1>>[Cl:2][c:3]1[cH:4][c:5]([CH:10]2[CH2:11][N:12]([C:41]([CH:39]3[CH2:38][C:37](=[O:44])[NH:36][C:35](=[O:34])[CH2:40]3)=[O:42])[CH2:13][CH2:14][CH:15]2[N:16]([C:17]([c:18]2[cH:19][c:20]([C:28]([F:29])([F:30])[F:31])[cH:21][c:22]([C:24]([F:25])([F:26])[F:27])[cH:23]2)=[O:32])[CH3:33])[cH:6][cH:7][c:8]1[Cl:9]. Starting materials: CC(=O)O[BH-](OC(C)=O)OC(C)=O, ClCCl, CC(=O)O, O=Cc1ccccc1, ClC(Cl)Cl, CC(C)(C)OC(=O)c1ccc(-c2ccccc2N)cc1NC(=O)c1cncc(-c2ccccc2)c1, [Na+], O. Yields the product CC(C)(C)OC(=O)c1ccc(-c2ccccc2NCc2ccccc2)cc1NC(=O)c1cncc(-c2ccccc2)c1. Reaction SMILES: [C:9]([O:10][BH-:11]([O:12][C:13](=[O:14])[CH3:15])[O:16][C:17](=[O:18])[CH3:19])(=[O:20])[CH3:21].[CH2:63]([Cl:64])[Cl:65].[CH3:66][C:67](=[O:68])[OH:69].[CH:1](=[O:2])[c:3]1[cH:4][cH:5][cH:6][cH:7][cH:8]1.[CH:59]([Cl:60])([Cl:61])[Cl:62].[NH2:23][c:24]1[c:25](-[c:30]2[cH:31][c:32]([NH:43][C:44](=[O:45])[c:46]3[cH:47][n:48][cH:49][c:50](-[c:52]4[cH:53][cH:54][cH:55][cH:56][cH:57]4)[cH:51]3)[c:33]([C:34](=[O:35])[O:36][C:37]([CH3:38])([CH3:39])[CH3:40])[cH:41][cH:42]2)[cH:26][cH:27][cH:28][cH:29]1.[Na+:22].[OH2:58]>>[CH2:1]([c:3]1[cH:4][cH:5][cH:6][cH:7][cH:8]1)[NH:23][c:24]1[c:25](-[c:30]2[cH:31][c:32]([NH:43][C:44](=[O:45])[c:46]3[cH:47][n:48][cH:49][c:50](-[c:52]4[cH:53][cH:54][cH:55][cH:56][cH:57]4)[cH:51]3)[c:33]([C:34](=[O:35])[O:36][C:37]([CH3:38])([CH3:39])[CH3:40])[cH:41][cH:42]2)[cH:26][cH:27][cH:28][cH:29]1. The reactants are CC(=O)O, N#CO[K], Cc1cccc(N)c1CO, O. Product: Cc1cccc(NC(N)=O)c1CO. RXN SMILES: [CH3:15][C:16](=[O:17])[OH:18].[K:1][O:2][C:3]#[N:4].[NH2:5][c:6]1[c:7]([CH2:8][OH:9])[c:10]([CH3:14])[cH:11][cH:12][cH:13]1.[OH2:19]>>[O:2]=[C:3]([NH2:4])[NH:5][c:6]1[c:7]([CH2:8][OH:9])[c:10]([CH3:14])[cH:11][cH:12][cH:13]1. The reactants are O=C(OCC)C=1C=CC=CC1C(=O)OCC. Reagents/catalysts: [K].OC(C)(C)C, O=C1C=CC=2C=CC=C(C3=CN=C(C=C3)C=4N=CC=CC4)C2N1, O1B(OC(C)(C)C1(C)C)B2OC(C)(C)C(O2)(C)C, C[OH2+].C[OH2+].C1CC=CCCC=C1.C1CC=CCCC=C1.[Ir].[Ir]. Solvent: O1CCCC1. Conditions: temperature 80 celsius, time 12 hour. Product: O=C(OCC)C1=CC=C(C=C1C(=O)OCC)B2OC(C)(C)C(O2)(C)C. Yield: 98.0%.